The task is: describe an organic reaction: reactants, conditions, products, and yield. This data is from the Open Reaction Database (ORD), a public repository of structured organic reaction records. Starting materials: C(C)C12C(CCOC=3C1=CC=1C=NNC1C3)CC3(OCCO3)CC2 (rac-(4aR,12bS)-12b-ethyl-1,2,4,4a,5,6,9,12b-octahydrospiro[benzo[4,5]oxepino[3,2-f]indazole-3,2′-[1,3]dioxolane]), IC1=CC(=NC=C1)C (4-iodo-2-methylpyridine), [O-]P(=O)([O-])[O-].[K+].[K+].[K+] (K3PO4), [C@@H]1([C@@H](CCCC1)N)N ((+/−)-trans-cyclohexane-1,2-diamine). The reagents and catalysts are [Cu]I (CuI). Run in O1CCOCC1 (dioxane). Product: C(C)C12C(CCOC=3C1=CC=1C=NN(C1C3)C3=CC(=NC=C3)C)CC3(OCCO3)CC2 (rac-(4aR,12bS)-12b-ethyl-9-(2-methylpyridin-4-yl)-1,2,4,4a,5,6,9,12b-octahydrospiro[benzo[4,5]oxepino[3,2-f]indazole-3,2′-[1,3]dioxolane]). Yield: 86.8%. As a reaction SMILES: [CH2:1]([C:3]12[CH2:24][CH2:23][C:18]3([O:22][CH2:21][CH2:20][O:19]3)[CH2:17][CH:4]1[CH2:5][CH2:6][O:7][C:8]1[C:9]2=[CH:10][C:11]2[CH:12]=[N:13][NH:14][C:15]=2[CH:16]=1)[CH3:2].I[C:26]1[CH:31]=[CH:30][N:29]=[C:28]([CH3:32])[CH:27]=1.[O-]P([O-])([O-])=O.[K+].[K+].[K+].[C@@H]1(N)CCCC[C@H]1N>O1CCOCC1.[Cu]I>[CH2:1]([C:3]12[CH2:24][CH2:23][C:18]3([O:22][CH2:21][CH2:20][O:19]3)[CH2:17][CH:4]1[CH2:5][CH2:6][O:7][C:8]1[C:9]2=[CH:10][C:11]2[CH:12]=[N:13][N:14]([C:26]3[CH:31]=[CH:30][N:29]=[C:28]([CH3:32])[CH:27]=3)[C:15]=2[CH:16]=1)[CH3:2] |f:2.3.4.5|. Procedure: A 25 mL round-bottom flask equipped with air cooled reflux condenser was charged with rac-(4aR,12bS)-12b-ethyl-1,2,4,4a,5,6,9,12b-octahydro spiro[benzo[4,5]oxepino[3,2-f]indazole-3,2′-[1,3]dioxolane] (90, R2=Ethyl) (1.00 g, 3.05 mmol), 4-iodo-2-methylpyridine (prepared as described in US 20070287708; 1.19 g, 4.57 mmol), CuI (0.058 g, 0.30 mmol), K3PO4 (1.29 g, 6.09 mmol) and (+/−)-trans-cyclohexane-1,2-diamine (0.070 g, 0.61 mmol) in dioxane (7.5 mL). The reaction mixture was heated at reflux in... The reactants are O=C([O-])[O-], OCC1CCC2CNCCN2C1, Clc1ncccn1, [Na+], [Na+], O. Yields the product OCC1CCC2CN(c3ncccn3)CCN2C1. RXN SMILES: [C:20](=[O:21])([O-:22])[O-:23].[CH2:1]1[CH:2]2[N:3]([CH2:4][CH2:5][NH:6]1)[CH2:7][CH:8]([CH2:11][OH:12])[CH2:9][CH2:10]2.[Cl:13][c:14]1[n:15][cH:16][cH:17][cH:18][n:19]1.[Na+:24].[Na+:25].[OH2:26]>>[CH2:1]1[CH:2]2[N:3]([CH2:4][CH2:5][N:6]1[c:14]1[n:15][cH:16][cH:17][cH:18][n:19]1)[CH2:7][CH:8]([CH2:11][OH:12])[CH2:9][CH2:10]2. The reactants are P(=O)([O-])([O-])[O-].[K+].[K+].[K+] (potassium phosphate), BrC=1C=CC=C2C(N(C(=NC12)NC(C)(C)C)CCS(=O)(=O)C)=O (8-bromo-2-(tert-butylamino)-3-(2-(methylsulfonyl)ethyl)quinazolin-4(3H)-one), C[C@H]1NC(C2=C1NC(=C2)B2OC(C(O2)(C)C)(C)C)=O ((R)-6-methyl-2-(4,4,5,5-tetramethyl-1,3,2-dioxaborolan-2-yl)-5,6-dihydropyrrolo[3,4-b]pyrrol-4(1H)-one). The reagents and catalysts are CC(C)C1=CC(=C(C(=C1)C(C)C)C2=CC=CC=C2P(C3CCCCC3)C4CCCCC4)C(C)C.C1=CC=C([C-]=C1)CCN.Cl[Pd+] (XPhos precatalyst). The solvent is O1CCOCC1 (1,4-dioxane), O (water), O (water). Run at temperature 45 celsius. Product: C(C)(C)(C)NC1=NC2=C(C=CC=C2C(N1CCS(=O)(=O)C)=O)C1=CC2=C(N1)[C@H](NC2=O)C ((R)-2-(tert-butylamino)-8-(6-methyl-4-oxo-1,4,5,6-tetrahydropyrrolo[3,4-b]pyrrol-2-yl)-3-(2-(methylsulfonyl)ethyl)quinazolin-4(3H)-one). Isolated yield 71.7%. RXN SMILES: Br[C:2]1[CH:3]=[CH:4][CH:5]=[C:6]2[C:11]=1[N:10]=[C:9]([NH:12][C:13]([CH3:16])([CH3:15])[CH3:14])[N:8]([CH2:17][CH2:18][S:19]([CH3:22])(=[O:21])=[O:20])[C:7]2=[O:23].[CH3:24][C@@H:25]1[C:29]2[NH:30][C:31](B3OC(C)(C)C(C)(C)O3)=[CH:32][C:28]=2[C:27](=[O:42])[NH:26]1.P([O-])([O-])([O-])=O.[K+].[K+].[K+]>O1CCOCC1.CC(C1C=C(C(C)C)C(C2C(P(C3CCCCC3)C3CCCCC3)=CC=CC=2)=C(C(C)C)C=1)C.C1C=[C-]C(CCN)=CC=1.Cl[Pd+].O>[C:13]([NH:12][C:9]1[N:8]([CH2:17][CH2:18][S:19]([CH3:22])(=[O:21])=[O:20])[C:7](=[O:23])[C:6]2[C:11](=[C:2]([C:31]3[NH:30][C:29]4[C@@H:25]([CH3:24])[NH:26][C:27](=[O:42])[C:28]=4[CH:32]=3)[CH:3]=[CH:4][CH:5]=2)[N:10]=1)([CH3:16])([CH3:15])[CH3:14] |f:2.3.4.5,7.8.9|. Reported procedure: A glass microwave reaction vessel was charged with 8-bromo-2-(tert-butylamino)-3-(2-(methylsulfonyl)ethyl)quinazolin-4(3H)-one (516c; 88 mg, 0.219 mmol) and (R)-6-methyl-2-(4,4,5,5-tetramethyl-1,3,2-dioxaborolan-2-yl)-5,6-dihydropyrrolo[3,4-b]pyrrol-4(1H)-one (705) (86 mg, 0.262 mmol) in 1,4-dioxane (1.0 mL)/water (0.2 mL) followed by potassium phosphate (0.054 mL, 0.656 mmol) and XPhos precatalyst II (8.6 mg, 10.94 μmol, Sigma Aldrich). The reaction mixture was stirred and heated in an oil bath... Procedure: To a solution of 100 mg (0.32 mmol) of 3-(piperidin-4-yl)-4-phenyl-3,4-dihydro-2(1H)-quinazolinone in 3 ml of methanol, 0.08 ml (0.32 mmol) of 4N hydrochloric acid/dioxane, 170 mg (1.3 mmol) of 4-cyanobenzaldehyde, 82 mg (1.3 mmol) of sodium cyanoborohydride were added subsequently under ice-cooling, and stirred at room temperature for 10 hours. Saturated aqueous sodium bicarbonate solution was added to the reaction mixture, followed by extracting with ethyl acetate, washing with water and satur... Starting materials: C([O-])(O)=O.[Na+] (sodium bicarbonate), N1CCC(CC1)N1C(NC2=CC=CC=C2C1C1=CC=CC=C1)=O (3-(piperidin-4-yl)-4-phenyl-3,4-dihydro-2(1H)-quinazolinone), Cl.O1CCOCC1 (hydrochloric acid dioxane), C(#N)C1=CC=C(C=O)C=C1 (4-cyanobenzaldehyde), C(#N)[BH3-].[Na+] (sodium cyanoborohydride). RXN SMILES: [NH:1]1[CH2:6][CH2:5][CH:4]([N:7]2[CH:16]([C:17]3[CH:22]=[CH:21][CH:20]=[CH:19][CH:18]=3)[C:15]3[C:10](=[CH:11][CH:12]=[CH:13][CH:14]=3)[NH:9][C:8]2=[O:23])[CH2:3][CH2:2]1.Cl.O1CCOCC1.[C:31]([C:33]1[CH:40]=[CH:39][C:36]([CH:37]=O)=[CH:35][CH:34]=1)#[N:32].C([BH3-])#N.[Na+].C(=O)(O)[O-].[Na+]>CO>[C:31]([C:33]1[CH:40]=[CH:39][C:36]([CH2:37][N:1]2[CH2:2][CH2:3][CH:4]([N:7]3[CH:16]([C:17]4[CH:22]=[CH:21][CH:20]=[CH:19][CH:18]=4)[C:15]4[C:10](=[CH:11][CH:12]=[CH:13][CH:14]=4)[NH:9][C:8]3=[O:23])[CH2:5][CH2:6]2)=[CH:35][CH:34]=1)#[N:32] |f:1.2,4.5,6.7|. Product: C(#N)C1=CC=C(CN2CCC(CC2)N2C(NC3=CC=CC=C3C2C2=CC=CC=C2)=O)C=C1 (3-[1-(4-Cyanobenzyl)piperidin-4-yl]-4-phenyl-3,4-dihydro-2(1H)-quinazolinone). Run at time 10 hour. The solvent is CO (methanol). Starting materials: C(C)(=O)OC1C2NC(OC(C(C1OC(C)=O)OC(C)=O)(C2)CI)=O (6,7,8-Triacetoxy-1-iodomethyl-3-oxo-2-oxa-4-azabicyclo[3.3.1]nonane), [N-]=[N+]=[N-].[Na+] (sodium azide), ( a ). The solvent is CN(C=O)C (dimethylformamide). Product: C(C)(=O)OC1C2NC(OC(C(C1OC(C)=O)OC(C)=O)(C2)CN=[N+]=[N-])=O (6,7,8-triacetoxy-1-azidomethyl-3-oxo-2-oxa-4-azabicyclo[3.3.1]nonane). Reaction SMILES: [C:1]([O:4][CH:5]1[CH:12]([O:13][C:14](=[O:16])[CH3:15])[CH:11]([O:17][C:18](=[O:20])[CH3:19])[C:10]2([CH2:22]I)[CH2:21][CH:6]1[NH:7][C:8](=[O:24])[O:9]2)(=[O:3])[CH3:2].[N-:25]=[N+:26]=[N-:27].[Na+]>CN(C)C=O>[C:1]([O:4][CH:5]1[CH:12]([O:13][C:14](=[O:16])[CH3:15])[CH:11]([O:17][C:18](=[O:20])[CH3:19])[C:10]2([CH2:22][N:25]=[N+:26]=[N-:27])[CH2:21][CH:6]1[NH:7][C:8](=[O:24])[O:9]2)(=[O:3])[CH3:2] |f:1.2|. Reported procedure: 6,7,8-Triacetoxy-1-iodomethyl-3-oxo-2-oxa-4-azabicyclo[3.3.1]nonane (as described in Example 2 of the Japanese Patent Application No. 144309/1981, pp. 39) (4.5 g) is dissolved in dimethylformamide (15 ml), and sodium azide (1.0 g) is added to the solution, followed by stirring under heating on a bath of the temperature of 130° to 140° C. for 2 hours. The reaction mixture is treated in the same manner as described under (a) of Reference Example mentioned above to produce crystalline 6,7,8-triacet... The reactants are ClC=1C=CC=C2C1C(=O)OC(N2)=O (6-chloroisatoic acid anhydride), C1[C@H](CN[C@@H]1C(=O)O)O (L-4-hydroxyproline). The solvent is CS(=O)C (dimethyl sulphoxide). Yields the product ClC1=CC=CC2=C1C(N1[C@H](C(N2)=O)C[C@H](C1)O)=O ((2R,11aS)-6-chloro-1,2,3,11a-tetrahydro-2-hydroxy-5H-pyrrolo[2,1-c][1,4]benzodiazepine-5,11(10H)-dione). Reaction SMILES: [Cl:1][C:2]1[CH:3]=[CH:4][CH:5]=[C:6]2[NH:12][C:11](=[O:13])[O:10][C:8](=O)[C:7]=12.[CH2:14]1[C@@H:18](C(O)=O)[NH:17][CH2:16][C@@H:15]1[OH:22]>CS(C)=O>[Cl:1][C:2]1[C:7]2[C:8](=[O:10])[N:17]3[CH2:16][C@H:15]([OH:22])[CH2:14][C@H:18]3[C:11](=[O:13])[NH:12][C:6]=2[CH:5]=[CH:4][CH:3]=1. Procedure details: 37.0 g (187.3 mmol) of 6-chloroisatoic acid anhydride and 24.6 g (187.3 mmol) of L-4-hydroxyproline in 180 ml of dimethyl sulphoxide is heated to 100° for 2 hours, evaporated to dryness in a high vacuum and the residue obtained is heated to 130° for 2 hours. By recrystallization from ethanol there is obtained (2R,11aS)-6-chloro-1,2,3,11a-tetrahydro-2-hydroxy-5H-pyrrolo[2,1-c][1,4]benzodiazepine-5,11(10H)-dione of melting point 284°-287°. Reactants: N#N.COC=1C=C2C=CC(=CC2=CC1OC)S(=O)(=O)N[C@@H](CCCNC(N)=N)C(=O)O (N2 (6, 7-dimethoxy-2-naphthylsulfonyl)-L-arginine), S(=O)(Cl)Cl (thionyl chloride), C(C)OCC (diethyl ether). Reaction conditions: time 2 hour. Product: N#N.COC=1C=C2C=CC(=CC2=CC1OC)S(=O)(=O)N[C@@H](CCCNC(N)=N)C(=O)Cl (N2 (6, 7-dimethoxy-2-naphthylsulfonyl)-L-arginyl chloride). RXN SMILES: [N:1]#[N:2].[CH3:3][O:4][C:5]1[CH:6]=[C:7]2[C:12](=[CH:13][C:14]=1[O:15][CH3:16])[CH:11]=[C:10]([S:17]([NH:20][C@H:21]([C:29]([OH:31])=O)[CH2:22][CH2:23][CH2:24][NH:25][C:26](=[NH:28])[NH2:27])(=[O:19])=[O:18])[CH:9]=[CH:8]2.C(OCC)C.S(Cl)([Cl:39])=O>>[N:1]#[N:2].[CH3:3][O:4][C:5]1[CH:6]=[C:7]2[C:12](=[CH:13][C:14]=1[O:15][CH3:16])[CH:11]=[C:10]([S:17]([NH:20][C@H:21]([C:29]([Cl:39])=[O:31])[CH2:22][CH2:23][CH2:24][NH:25][C:26](=[NH:28])[NH2:27])(=[O:19])=[O:18])[CH:9]=[CH:8]2 |f:0.1,4.5|. Procedure: A suspension of 2.00 g of N2 -(6, 7-dimethoxy-2-naphthylsulfonyl)-L-arginine in 20 ml of thionyl chloride was stirred for 2 hours at room temperature. Addition of cold dry diethyl ether resulted in a precipirate which was collected by filtration and washed several times with dry diethyl ether to give N2 -(6, 7-dimethoxy-2-naphthylsulfonyl)-L-arginyl chloride. Starting materials: N1(CCCCC1)CCOC1=CC=C(C=C1)N (4-(2-piperidin-1-yl-ethoxy)-phenylamine), OC=C1C(NC2=CC=CC=C12)=O (3-hydroxymethylene-1,3-dihydro-indol-2-one). The product is N1(CCCCC1)CCOC1=CC=C(C=C1)NC=C1C(NC2=CC=CC=C12)=O (3-{[4-(2-Piperidin-1-yl-ethoxy)-phenylamino]-methylene}-1,3-dihydro-indol-2-one). The yield is 79.5%. RXN SMILES: [N:1]1([CH2:7][CH2:8][O:9][C:10]2[CH:15]=[CH:14][C:13]([NH2:16])=[CH:12][CH:11]=2)[CH2:6][CH2:5][CH2:4][CH2:3][CH2:2]1.O[CH:18]=[C:19]1[C:27]2[C:22](=[CH:23][CH:24]=[CH:25][CH:26]=2)[NH:21][C:20]1=[O:28]>>[N:1]1([CH2:7][CH2:8][O:9][C:10]2[CH:11]=[CH:12][C:13]([NH:16][CH:18]=[C:19]3[C:27]4[C:22](=[CH:23][CH:24]=[CH:25][CH:26]=4)[NH:21][C:20]3=[O:28])=[CH:14][CH:15]=2)[CH2:2][CH2:3][CH2:4][CH2:5][CH2:6]1. Procedure: In a manner similar to that described in Example 231, 4-(2-piperidin-1-yl-ethoxy)-phenylamine (820 mg, 1.2 equiv.) and 3-hydroxymethylene-1,3-dihydro-indol-2-one (500 mg, 3.11 mmol, 1 equiv.) are reacted to give the named compound as a yellow solid (899 mg, 80%). The product is Clc1cc(Cl)cc(N2CCOCC2)c1. RXN SMILES: [CH2:10]1[CH2:11][O:12][CH2:13][CH2:14][NH:15]1.[CH2:24]1[O:25][CH2:26][CH2:27][CH2:28]1.[CH3:16][C:17]([CH3:18])([O-:19])[CH3:20].[Cl:1][c:2]1[cH:3][c:4]([I:9])[cH:5][c:6]([Cl:8])[cH:7]1.[N:22]#[N:23].[Na+:21].[O:31]=[C:32]([CH:33]=[CH:34][c:35]1[cH:36][cH:37][cH:38][cH:39][cH:40]1)[CH:41]=[CH:42][c:43]1[cH:44][cH:45][cH:46][cH:47][cH:48]1.[O:49]=[C:50]([CH:51]=[CH:52][c:53]1[cH:54][cH:55][cH:56][cH:57][cH:58]1)[CH:59]=[CH:60][c:61]1[cH:62][cH:63][cH:64][cH:65][cH:66]1.[O:67]=[C:68]([CH:69]=[CH:70][c:71]1[cH:72][cH:73][cH:74][cH:75][cH:76]1)[CH:77]=[CH:78][c:79]1[cH:80][cH:81][cH:82][cH:83][cH:84]1.[Pd:29].[Pd:30]>>[Cl:1][c:2]1[cH:3][c:4]([N:15]2[CH2:10][CH2:11][O:12][CH2:13][CH2:14]2)[cH:5][c:6]([Cl:8])[cH:7]1. Reactants: C1COCCN1, C1CCOC1, CC(C)(C)[O-], Clc1cc(Cl)cc(I)c1, N#N, [Na+], O=C(C=Cc1ccccc1)C=Cc1ccccc1, O=C(C=Cc1ccccc1)C=Cc1ccccc1, O=C(C=Cc1ccccc1)C=Cc1ccccc1, [Pd], [Pd].